From a dataset of the Open Reaction Database (ORD), a public repository of structured organic reaction records. describe an organic reaction: reactants, conditions, products, and yield Reactants: resultant mixture, NC1=NC=NC(=C1C#N)Cl (4-Amino-6-chloropyrimidine-5-carbonitrile), BrC1=C(C=CC2=C1N(C(=N2)[C@H](C)N)C)F ((S)-1-(7-bromo-6-fluoro-1-methyl-1H-benzoimidazol-2-yl)ethylamine), CCN(C(C)C)C(C)C (DIPEA), O (water). The solvent is CC(C)O (IPA). Product: NC1=NC=NC(=C1C#N)N[C@@H](C)C1=NC2=C(N1C)C(=C(C=C2)F)Br (4-Amino-6-[(S)-1-(7-bromo-6-fluoro-1-methyl-1H-benzoimidazol-2-yl)ethylamino]pyrimidine-5-carbonitrile), solid. Yield: 100.0%. RXN SMILES: [NH2:1][C:2]1[C:7]([C:8]#[N:9])=[C:6](Cl)[N:5]=[CH:4][N:3]=1.[Br:11][C:12]1[C:17]2[N:18]([CH3:24])[C:19]([C@@H:21]([NH2:23])[CH3:22])=[N:20][C:16]=2[CH:15]=[CH:14][C:13]=1[F:25].CCN(C(C)C)C(C)C.O>CC(O)C>[NH2:1][C:2]1[C:7]([C:8]#[N:9])=[C:6]([NH:23][C@H:21]([C:19]2[N:18]([CH3:24])[C:17]3[C:12]([Br:11])=[C:13]([F:25])[CH:14]=[CH:15][C:16]=3[N:20]=2)[CH3:22])[N:5]=[CH:4][N:3]=1. Procedure details: 4-Amino-6-chloropyrimidine-5-carbonitrile (0.88 g, 5.71 mmol) was added to a solution of (S)-1-(7-bromo-6-fluoro-1-methyl-1H-benzoimidazol-2-yl)ethylamine (1.11 g, 4.08 mmol) and DIPEA (2.6 mL, 14.7 mmol) in IPA (30 mL) and the resultant mixture stirred at 85° C. for 16 h. The reaction mixture was poured into water and the precipitated solid removed by filtration. The solid was washed with water and dried to give the title compound as an off white solid (1.61 g, 100%). LCMS (Method C): RT 2.68 m... The reactants are C(OC(Cl)(Cl)Cl)(OC(Cl)(Cl)Cl)=O (bis(trichloromethyl) carbonate), C(C)(C)N1CCC(CC1)N (1-isopropyl-piperidin-4-ylamine), FC1=CC=C2CCC(C2=C1)NC1=NC2=CC=C(C=C2C=C1)N (rac-N2-(6-fluoro-indan-1-yl)-quinoline-2,6-diamine). Yields the product FC1=CC=C2CCC(C2=C1)NC1=NC2=CC=C(C=C2C=C1)NC(=O)NC1CCN(CC1)C(C)C (rac-1-[2-(6-Fluoro-indan-1-ylamino)-quinolin-6-yl]-3-(1-isopropyl-piperidin-4-yl)-urea). As a reaction SMILES: [C:1](=[O:12])(OC(Cl)(Cl)Cl)OC(Cl)(Cl)Cl.[CH:13]([N:16]1[CH2:21][CH2:20][CH:19]([NH2:22])[CH2:18][CH2:17]1)([CH3:15])[CH3:14].[F:23][C:24]1[CH:32]=[C:31]2[C:27]([CH2:28][CH2:29][CH:30]2[NH:33][C:34]2[CH:43]=[CH:42][C:41]3[C:36](=[CH:37][CH:38]=[C:39]([NH2:44])[CH:40]=3)[N:35]=2)=[CH:26][CH:25]=1>>[F:23][C:24]1[CH:32]=[C:31]2[C:27]([CH2:28][CH2:29][CH:30]2[NH:33][C:34]2[CH:43]=[CH:42][C:41]3[C:36](=[CH:37][CH:38]=[C:39]([NH:44][C:1]([NH:22][CH:19]4[CH2:20][CH2:21][N:16]([CH:13]([CH3:15])[CH3:14])[CH2:17][CH2:18]4)=[O:12])[CH:40]=3)[N:35]=2)=[CH:26][CH:25]=1. Procedure: The title compound was prepared in accordance with the general method 4 described in example 16 from bis(trichloromethyl) carbonate, 1-isopropyl-piperidin-4-ylamine (CAS no: 127285-08-9) and rac-N2-(6-fluoro-indan-1-yl)-quinoline-2,6-diamine; MS: m/e=462.5 (M+H+). Procedure: To a suspension of sodium hydride (31 mg, 60% in mineral oil) in tetrahydrofuran was added ethyl diethylphosphonoacetate (195 mg) under stirring and cooling in an ice-bath. After stirring for 15 minutes, a solution of N-[(3RS)-1-(azacyclooctan-1-yl)carbonylmethyl-2,3-dihydro-5-formyl-9-methyl-2-oxo-1H-1,4-benzodiazepin-3-yl]-N′-(3-methylphenyl)urea (300 mg) in tetrahydrofuran (5 ml) was added to the reaction mixture under the same conditions. The mixture was stirred at ambient temperature for 4 ... Solvent: O1CCCC1 (tetrahydrofuran), C(C)(=O)OCC (ethyl acetate), C1(=CC=CC=C1)C (toluene), O1CCCC1 (tetrahydrofuran). Reaction SMILES: [H-].[Na+].C(OP([CH2:11][C:12]([O:14][CH2:15][CH3:16])=[O:13])(OCC)=O)C.[N:17]1([C:25]([CH2:27][N:28]2[C:34]3[C:35]([CH3:39])=[CH:36][CH:37]=[CH:38][C:33]=3[C:32]([CH:40]=O)=[N:31][CH:30]([NH:42][C:43]([NH:45][C:46]3[CH:51]=[CH:50][CH:49]=[C:48]([CH3:52])[CH:47]=3)=[O:44])[C:29]2=[O:53])=[O:26])[CH2:24][CH2:23][CH2:22][CH2:21][CH2:20][CH2:19][CH2:18]1.Cl>O1CCCC1.C(OCC)(=O)C.C1(C)C=CC=CC=1>[N:17]1([C:25]([CH2:27][N:28]2[C:34]3[C:35]([CH3:39])=[CH:36][CH:37]=[CH:38][C:33]=3[C:32]([CH:40]=[CH:11][C:12]([O:14][CH2:15][CH3:16])=[O:13])=[N:31][CH:30]([NH:42][C:43]([NH:45][C:46]3[CH:51]=[CH:50][CH:49]=[C:48]([CH3:52])[CH:47]=3)=[O:44])[C:29]2=[O:53])=[O:26])[CH2:24][CH2:23][CH2:22][CH2:21][CH2:20][CH2:19][CH2:18]1 |f:0.1|. The product is N1(CCCCCCC1)C(=O)CN1C(C(N=C(C2=C1C(=CC=C2)C)C=CC(=O)OCC)NC(=O)NC2=CC(=CC=C2)C)=O (N-[(3RS)-1-(azacyclooctan-1-yl)carbonylmethyl-2,3-dihydro-5-((EZ)-2-(ethoxycarbonyl)ethenyl)-9-methyl-2-oxo-1H-1,4-benzodiazepin -3-yl]-N′-(3-methylphenyl)urea). Isolated yield 77.8%. Starting materials: N1(CCCCCCC1)C(=O)CN1C(C(N=C(C2=C1C(=CC=C2)C)C=O)NC(=O)NC2=CC(=CC=C2)C)=O (N-[(3RS)-1-(azacyclooctan-1-yl)carbonylmethyl-2,3-dihydro-5-formyl-9-methyl-2-oxo-1H-1,4-benzodiazepin-3-yl]-N′-(3-methylphenyl)urea), [H-].[Na+] (sodium hydride), C(C)OP(=O)(OCC)CC(=O)OCC (ethyl diethylphosphonoacetate), Cl (hydrochloric acid). Isolated yield 83.0%. Procedure details: The title compound was synthesized in analogy to example 51, from [5-(4-isopropyl-piperazine-1-carbonyl)-1H-indol-2-yl]-(4-methoxy-piperidin-1-yl)-methanone (example 21), sodium hydride and 2,2,2-trifluoroethyl methanesulfonate in N,N-dimethylformamide, to give the desired product as a light brown foam (83%). Starting materials: C(C)(C)N1CCN(CC1)C(=O)C=1C=C2C=C(NC2=CC1)C(=O)N1CCC(CC1)OC ([5-(4-Isopropyl-piperazine-1-carbonyl)-1H-indol-2-yl]-(4-methoxy-piperidin-1-yl)-methanone), [H-].[Na+] (sodium hydride), CS(=O)(=O)OCC(F)(F)F (2,2,2-trifluoroethyl methanesulfonate). RXN SMILES: [CH:1]([N:4]1[CH2:9][CH2:8][N:7]([C:10]([C:12]2[CH:13]=[C:14]3[C:18](=[CH:19][CH:20]=2)[NH:17][C:16]([C:21]([N:23]2[CH2:28][CH2:27][CH:26]([O:29][CH3:30])[CH2:25][CH2:24]2)=[O:22])=[CH:15]3)=[O:11])[CH2:6][CH2:5]1)([CH3:3])[CH3:2].[H-].[Na+].CS(O[CH2:38][C:39]([F:42])([F:41])[F:40])(=O)=O>CN(C)C=O>[CH:1]([N:4]1[CH2:9][CH2:8][N:7]([C:10]([C:12]2[CH:13]=[C:14]3[C:18](=[CH:19][CH:20]=2)[N:17]([CH2:38][C:39]([F:42])([F:41])[F:40])[C:16]([C:21]([N:23]2[CH2:28][CH2:27][CH:26]([O:29][CH3:30])[CH2:25][CH2:24]2)=[O:22])=[CH:15]3)=[O:11])[CH2:6][CH2:5]1)([CH3:3])[CH3:2] |f:1.2|. Product: C(C)(C)N1CCN(CC1)C(=O)C=1C=C2C=C(N(C2=CC1)CC(F)(F)F)C(=O)N1CCC(CC1)OC ([5-(4-Isopropyl-piperazine-1-carbonyl)-1-(2,2,2-trifluoro-ethyl)-1H-indol-2-yl]-(4-methoxy-piperidin-1-yl)-methanone). The solvent is CN(C=O)C (N,N-dimethylformamide). The reactants are C1(=CC=CC=C1)CC=O (phenylacetaldehyde), ClCCI (1-chloro-2-iodoethane), C1(=CC=CC=C1)CCC=O (3-phenylpropionaldehyde), ClCCCI (1-chloro-3-iodopropane). The product is ClCCCC(CC1=CC=CC=C1)=O (5-chloro-1-phenylpentan-2-one). RXN SMILES: [C:1]1([CH2:7][CH:8]=[O:9])[CH:6]=[CH:5][CH:4]=[CH:3][CH:2]=1.C1(CCC=O)C=CC=CC=1.[Cl:20][CH2:21][CH2:22][CH2:23]I.ClCCI>>[Cl:20][CH2:21][CH2:22][CH2:23][C:8](=[O:9])[CH2:7][C:1]1[CH:6]=[CH:5][CH:4]=[CH:3][CH:2]=1. Procedure details: When in the procedure of Example 2 0.10 mole of phenylacetaldehyde is substituted for 3-phenylpropionaldehyde, and 0.10 mole of 1-chloro-3-iodopropane is substituted for 1-chloro-2-iodoethane, 5-chloro-1-phenylpentan-2-one is obtained. Starting materials: C(C)(=O)OC(C)=O (acetic anhydride), N[C@H](C(=O)O)CCCNC(=N)NS(=O)(=O)C=1C(=C(C2=C(CC(O2)(C)C)C1C)C)C ((S)-2-Amino-5-(3-(2,2,4,6,7-pentamethyl-2,3-dihydrobenzofuran-5-ylsulfonyl) guanidino)pentanoic acid), primary amine. The solvent is N1=CC=CC=C1 (pyridine). Yields the product C(C)(=O)N[C@H](C(=O)O)CCCNC(=N)NS(=O)(=O)C=1C(=C(C2=C(CC(O2)(C)C)C1C)C)C ((S)-2-acetamido-5-(3-((2,2,4,6,7-pentamethyl-2,3-dihydrobenzofuran-5-yl)sulfonyl) guanidino)pentanoic acid). RXN SMILES: [NH2:1][C@@H:2]([CH2:6][CH2:7][CH2:8][NH:9][C:10]([NH:12][S:13]([C:16]1[C:17]([CH3:29])=[C:18]([CH3:28])[C:19]2[O:23][C:22]([CH3:25])([CH3:24])[CH2:21][C:20]=2[C:26]=1[CH3:27])(=[O:15])=[O:14])=[NH:11])[C:3]([OH:5])=[O:4].[C:30](OC(=O)C)(=[O:32])[CH3:31]>N1C=CC=CC=1>[C:30]([NH:1][C@@H:2]([CH2:6][CH2:7][CH2:8][NH:9][C:10]([NH:12][S:13]([C:16]1[C:17]([CH3:29])=[C:18]([CH3:28])[C:19]2[O:23][C:22]([CH3:25])([CH3:24])[CH2:21][C:20]=2[C:26]=1[CH3:27])(=[O:15])=[O:14])=[NH:11])[C:3]([OH:5])=[O:4])(=[O:32])[CH3:31]. Reported procedure: (S)-2-Amino-5-(3-(2,2,4,6,7-pentamethyl-2,3-dihydrobenzofuran-5-ylsulfonyl) guanidino)pentanoic acid (H-L-Arg(Pbf)-OH) (1.0 eq.) is dissolved in pyridine (0.25 M) and acetic anhydride (1.2 eq.) is added to acylate the primary amine, after 1 h the reaction is quenched with aqueous acid, extracted with ethyl acetate, and purified by chromatography to afford (S)-2-acetamido-5-(3-((2,2,4,6,7-pentamethyl-2,3-dihydrobenzofuran-5-yl)sulfonyl) guanidino)pentanoic acid (Ac-L-Arg(Pbf)-OH). The reactants are NC1=NNC(=C1)CC (3-amino-5-ethylpyrazole), CSC(C)=NC(C1=C(C=C(C=C1)Cl)Cl)=O (N-(1-(methylthio)ethylidene)-2,4-dichloro-benzamide). Run in O1CCOCC1 (dioxan). Yields the product ClC1=C(C=CC(=C1)Cl)C1=NC(=NC=2N1N=C(C2)CC)C (4-(2,4-dichlorophenyl)-7-ethyl-2-methyl-pyrazolo[1,5-a]-1,3,5-triazine). Yield: 13.7%. Reaction SMILES: [NH2:1][C:2]1[CH:6]=[C:5]([CH2:7][CH3:8])[NH:4][N:3]=1.CS[C:11](=[N:13][C:14](=O)[C:15]1[CH:20]=[CH:19][C:18]([Cl:21])=[CH:17][C:16]=1[Cl:22])[CH3:12]>O1CCOCC1>[Cl:22][C:16]1[CH:17]=[C:18]([Cl:21])[CH:19]=[CH:20][C:15]=1[C:14]1[N:3]2[N:4]=[C:5]([CH2:7][CH3:8])[CH:6]=[C:2]2[N:1]=[C:11]([CH3:12])[N:13]=1. Procedure: A mixture of 3-amino-5-ethylpyrazole (10.3 g, 39.3 mmol) and N-(1-(methylthio)ethylidene)-2,4-dichloro-benzamide (4.0 g, 35.7 mmol) in anhydrous dioxan (20 mL) was stirred at reflux temperature under a nitrogen atmosphere for 16 h. After being cooled to ambient temperature, the reaction mix was concentrated in vacuo and the residue was treated with dichloromethane. The resulting supsension was filtered and the filtrate was concentrated in vacuo to afford an oil (1.5 g, 14% yield): NMR (CDCl3,300...